Task: describe an organic reaction: reactants, conditions, products, and yield. Dataset: the Open Reaction Database (ORD), a public repository of structured organic reaction records The reactants are Cc1ccsc1Br, O=C([O-])[O-], C1COCCO1, COC(C)(C)C, COc1ccc(B(O)O)cc1, [Na+], [Na+], O, c1ccc(P(c2ccccc2)(c2ccccc2)[Pd](P(c2ccccc2)(c2ccccc2)c2ccccc2)(P(c2ccccc2)(c2ccccc2)c2ccccc2)P(c2ccccc2)(c2ccccc2)c2ccccc2)cc1. Yields the product COc1ccc(-c2sccc2C)cc1. Reaction SMILES: [Br:1][c:2]1[s:3][cH:4][cH:5][c:6]1[CH3:7].[C:19](=[O:20])([O-:21])[O-:22].[CH2:26]1[O:27][CH2:28][CH2:29][O:30][CH2:31]1.[CH3:32][O:33][C:34]([CH3:35])([CH3:36])[CH3:37].[CH3:8][O:9][c:10]1[cH:11][cH:12][c:13]([B:16]([OH:17])[OH:18])[cH:14][cH:15]1.[Na+:23].[Na+:24].[OH2:25].[cH:38]1[cH:39][cH:40][c:41]([P:42]([Pd:43]([P:44]([c:45]2[cH:46][cH:47][cH:48][cH:49][cH:50]2)([c:51]2[cH:52][cH:53][cH:54][cH:55][cH:56]2)[c:57]2[cH:58][cH:59][cH:60][cH:61][cH:62]2)([P:63]([c:64]2[cH:65][cH:66][cH:67][cH:68][cH:69]2)([c:70]2[cH:71][cH:72][cH:73][cH:74][cH:75]2)[c:76]2[cH:77][cH:78][cH:79][cH:80][cH:81]2)[P:82]([c:83]2[cH:84][cH:85][cH:86][cH:87][cH:88]2)([c:89]2[cH:90][cH:91][cH:92][cH:93][cH:94]2)[c:95]2[cH:96][cH:97][cH:98][cH:99][cH:100]2)([c:101]2[cH:102][cH:103][cH:104][cH:105][cH:106]2)[c:107]2[cH:108][cH:109][cH:110][cH:111][cH:112]2)[cH:113][cH:114]1>>[c:2]1(-[c:13]2[cH:12][cH:11][c:10]([O:9][CH3:8])[cH:15][cH:14]2)[s:3][cH:4][cH:5][c:6]1[CH3:7]. The reactants are ClC1=C(C=C(CN)C=C1)C(F)(F)F (4-Chloro-3-trifluoromethyl-benzylamine), C1(=CC=CC=C1)OC(NC1=CC=CC2=CC=C(C=C12)O)=O ((7-hydroxy-naphthalen-1-yl)-carbamic acid phenyl ester). Solvent: CS(=O)C (DMSO). Product: ClC1=C(C=C(CNC(=O)NC2=CC=CC3=CC=C(C=C23)O)C=C1)C(F)(F)F (1-(4-Chloro-3-trifluoromethyl-benzyl)-3-(7-hydroxy-naphthalen-1-yl)-urea). Yield: 77.1%. Reaction SMILES: [Cl:1][C:2]1[CH:9]=[CH:8][C:5]([CH2:6][NH2:7])=[CH:4][C:3]=1[C:10]([F:13])([F:12])[F:11].C1([O:20][C:21](=O)[NH:22][C:23]2[C:32]3[C:27](=[CH:28][CH:29]=[C:30]([OH:33])[CH:31]=3)[CH:26]=[CH:25][CH:24]=2)C=CC=CC=1>CS(C)=O>[Cl:1][C:2]1[CH:9]=[CH:8][C:5]([CH2:6][NH:7][C:21]([NH:22][C:23]2[C:32]3[C:27](=[CH:28][CH:29]=[C:30]([OH:33])[CH:31]=3)[CH:26]=[CH:25][CH:24]=2)=[O:20])=[CH:4][C:3]=1[C:10]([F:11])([F:12])[F:13]. Procedure details: 4-Chloro-3-trifluoromethyl-benzylamine (150 mg, 0.71 mmol) and (7-hydroxy-naphthalen-1-yl)-carbamic acid phenyl ester (200 mg, 0.7 mmol) were combined and stirred at ambient temperature in DMSO (3 mL) overnight. The product was purified by directly injecting the crude reaction onto a reverse phase prep-HPLC (90–10% water:acetonitrile gradient). The appropriate fractions were lyophilized to yield 1-(4-Chloro-3-trifluoromethyl-benzyl)-3-(7-hydroxy-naphthalen-1-yl)-urea (212.7 mg, 0.54 mmol). MS (M... Starting materials: COCOC1=C2C(CCOC2=CC=C1)C (5-(methoxymethoxy)-4-methyl-chromane), COCOC1=C2C(CCOC2=CC=C1)C (5-(methoxymethoxy)-4-methyl-chromane), O (H2O), Cl (HCl), aqueous solution, Cl (HCl). Run in CO (Methanol). Conditions: temperature 50 celsius. Product: CC1CCOC=2C=CC=C(C12)O (4-methylchroman-5-ol). Yield: 102.9%. RXN SMILES: COC[O:4][C:5]1[CH:14]=[CH:13][CH:12]=[C:11]2[C:6]=1[CH:7]([CH3:15])[CH2:8][CH2:9][O:10]2.Cl.O>CO>[CH3:15][CH:7]1[C:6]2[C:5]([OH:4])=[CH:14][CH:13]=[CH:12][C:11]=2[O:10][CH2:9][CH2:8]1. Procedure: In a 50 mL round-bottomed flask 5-(methoxymethoxy)-4-methyl-chromane (Intermediate 210, 50.3 mg, 0.229 mmol) was dissolved in Methanol (4 mL) to give a pale yellow solution. A 2M aqueous solution of HCl (0.100 mL, 0.200 mmol) was added. The reaction mixture was stirred at 50° C. Sequential addition of 2M/H2O solution of HCl (0.100 mL, 0.200 mmol) were added until completion of reaction. The reaction mixture was quenched with 10 mL of water and diluted with 25 mL of DCM. Phases were separated thr... The reactants are CI, CC(C)=O, NC(=S)Nc1ccc2nc(NC3CCc4ccccc43)ccc2c1, C1CCOC1. Yields the product CSC(=N)Nc1ccc2nc(NC3CCc4ccccc43)ccc2c1, I. Reaction SMILES: [CH3:25][I:26].[CH3:27][C:28](=[O:29])[CH3:30].[CH:1]1([NH:10][c:11]2[n:12][c:13]3[cH:14][cH:15][c:16]([NH:21][C:22](=[S:23])[NH2:24])[cH:17][c:18]3[cH:19][cH:20]2)[CH2:2][CH2:3][c:4]2[cH:5][cH:6][cH:7][cH:8][c:9]21.[O:31]1[CH2:32][CH2:33][CH2:34][CH2:35]1>>[CH:1]1([NH:10][c:11]2[n:12][c:13]3[cH:14][cH:15][c:16]([NH:21][C:22]([S:23][CH3:25])=[NH:24])[cH:17][c:18]3[cH:19][cH:20]2)[CH2:2][CH2:3][c:4]2[cH:5][cH:6][cH:7][cH:8][c:9]21.[IH:26]. Reactants: [H-].[Na+] (NaH), COC1=CC=C2C=CC(NC2=C1)=O (7-methoxy-2(1H)-quinolinone), C(C)(C)(C)OC(=O)N1CC(C1)COS(=O)(=O)C (3-[[(methylsulfonyl)oxy]methyl]-1-azetidinecarboxylic acid tert-butyl ester). The solvent is CN(C)C=O (DMF), CN(C)C=O (DMF). Reaction conditions: temperature 100 celsius. The product is C(C)(C)(C)OC(=O)N1CC(C1)CN1C(C=CC2=CC=C(C=C12)OC)=O (3-(7-methoxy-2-oxo-2H-quinolin-1-ylmethyl)-azetidine-1-carboxylic acid tert-butyl ester). The yield is 44.0%. RXN SMILES: [CH3:1][O:2][C:3]1[CH:12]=[C:11]2[C:6]([CH:7]=[CH:8][C:9](=[O:13])[NH:10]2)=[CH:5][CH:4]=1.[H-].[Na+].[C:16]([O:20][C:21]([N:23]1[CH2:26][CH:25]([CH2:27]OS(C)(=O)=O)[CH2:24]1)=[O:22])([CH3:19])([CH3:18])[CH3:17]>CN(C=O)C>[C:16]([O:20][C:21]([N:23]1[CH2:26][CH:25]([CH2:27][N:10]2[C:11]3[C:6](=[CH:5][CH:4]=[C:3]([O:2][CH3:1])[CH:12]=3)[CH:7]=[CH:8][C:9]2=[O:13])[CH2:24]1)=[O:22])([CH3:19])([CH3:17])[CH3:18] |f:1.2|. Procedure details: A suspension of 7-methoxy-2(1H)-quinolinone (405 mg; commercial) in DMF (10 mL) was treated with NaH (111 mg; 50% dispersion in oil). The mixture was stirred at rt for 30 min before the addition of a solution of 3-[[(methylsulfonyl)oxy]methyl]-1-azetidinecarboxylic acid tert-butyl ester (674 mg; prepared according to WO 02/066470) in DMF (2 mL). The mixture was heated at 100° C. overnight. The reaction mixture was partitioned between EA and water. The org. phase was dried over MgSO4, concentrate... Reactants: ClCCCl, Cc1nc(NN)c(F)c(N2CCN(C)CC2C)n1, O=CN(CC(CC1CCCC1)C(=O)O)OCc1ccccc1, CN(C)C=O, On1nnc2cccnc21. Product: Cc1nc(NNC(=O)C(CC2CCCC2)CN(C=O)OCc2ccccc2)c(F)c(N2CCN(C)CC2C)n1. Reaction SMILES: [CH2:51]([Cl:52])[CH2:53][Cl:54].[CH3:23][CH:24]1[N:25]([c:31]2[n:32][c:33]([CH3:40])[n:34][c:35]([NH:38][NH2:39])[c:36]2[F:37])[CH2:26][CH2:27][N:28]([CH3:30])[CH2:29]1.[CH:1]1([CH2:6][CH:7]([C:8](=[O:9])[OH:10])[CH2:11][N:12]([O:13][CH2:14][c:15]2[cH:16][cH:17][cH:18][cH:19][cH:20]2)[CH:21]=[O:22])[CH2:2][CH2:3][CH2:4][CH2:5]1.[O:55]=[CH:56][N:57]([CH3:58])[CH3:59].[OH:41][n:42]1[c:43]2[n:44][cH:45][cH:46][cH:47][c:48]2[n:49][n:50]1>>[CH:1]1([CH2:6][CH:7]([C:8](=[O:10])[NH:39][NH:38][c:35]2[n:34][c:33]([CH3:40])[n:32][c:31]([N:25]3[CH:24]([CH3:23])[CH2:29][N:28]([CH3:30])[CH2:27][CH2:26]3)[c:36]2[F:37])[CH2:11][N:12]([O:13][CH2:14][c:15]2[cH:16][cH:17][cH:18][cH:19][cH:20]2)[CH:21]=[O:22])[CH2:2][CH2:3][CH2:4][CH2:5]1. Reactants: Cc1onc(-c2ccccc2)c1C(=O)Cl, CCOC(C)=O, Nc1ccnc2cc(C(F)(F)F)ccc12, c1ccncc1. The product is Cc1onc(-c2ccccc2)c1C(=O)Nc1ccnc2cc(C(F)(F)F)ccc12. RXN SMILES: [CH3:1][c:2]1[c:3]([C:13](=[O:14])[Cl:15])[c:4](-[c:7]2[cH:8][cH:9][cH:10][cH:11][cH:12]2)[n:5][o:6]1.[CH3:37][CH2:38][O:39][C:40](=[O:41])[CH3:42].[NH2:16][c:17]1[cH:18][cH:19][n:20][c:21]2[cH:22][c:23]([C:27]([F:28])([F:29])[F:30])[cH:24][cH:25][c:26]12.[cH:31]1[cH:32][cH:33][n:34][cH:35][cH:36]1>>[CH3:1][c:2]1[c:3]([C:13](=[O:14])[NH:16][c:17]2[cH:18][cH:19][n:20][c:21]3[cH:22][c:23]([C:27]([F:28])([F:29])[F:30])[cH:24][cH:25][c:26]23)[c:4](-[c:7]2[cH:8][cH:9][cH:10][cH:11][cH:12]2)[n:5][o:6]1.